This data is from the Open Reaction Database (ORD), a public repository of structured organic reaction records. The task is: describe an organic reaction: reactants, conditions, products, and yield Yield: 80.6%. As a reaction SMILES: Br[CH2:2][CH2:3][CH2:4][CH2:5][CH2:6][CH2:7][C:8]1[CH:13]=[CH:12][CH:11]=[C:10]([O:14][CH2:15][C:16]2[CH:21]=[CH:20][CH:19]=[CH:18][CH:17]=2)[C:9]=1[O:22][CH2:23][C:24]1[CH:29]=[CH:28][CH:27]=[CH:26][CH:25]=1.[CH2:30]([O:32][C:33](=[O:41])[C:34]1[CH:39]=[CH:38][C:37]([OH:40])=[CH:36][CH:35]=1)[CH3:31].C(=O)([O-])[O-].[K+].[K+].[I-].[Na+]>CC(C)=O>[CH2:30]([O:32][C:33](=[O:41])[C:34]1[CH:39]=[CH:38][C:37]([O:40][CH2:2][CH2:3][CH2:4][CH2:5][CH2:6][CH2:7][C:8]2[CH:13]=[CH:12][CH:11]=[C:10]([O:14][CH2:15][C:16]3[CH:21]=[CH:20][CH:19]=[CH:18][CH:17]=3)[C:9]=2[O:22][CH2:23][C:24]2[CH:29]=[CH:28][CH:27]=[CH:26][CH:25]=2)=[CH:36][CH:35]=1)[CH3:31] |f:2.3.4,5.6|. Yields the product C(C)OC(C1=CC=C(C=C1)OCCCCCCC1=C(C(=CC=C1)OCC1=CC=CC=C1)OCC1=CC=CC=C1)=O (4-[6-[2,3-bis(phenylmethoxy)phenyl]hexyloxy]benzoic acid ethyl ester). Reported procedure: A mixture of 2.4 g (5.3 mmole) of 1-(6-bromohexyl)-2,3-bis-(phenylmethoxy)benzene, 0.88 g (5.3 mmole) of 4-hydroxybenzoic acid ethyl ester, 2.5 g (18 mmole) of potassium carbonate and 0.8 g (5.3 mmole) of sodium iodide in 40 mL of acetone was stirred at reflux for 22 hours. Workup as in Example 16 and recrystallization of the crude product from ethyl acetate-hexane gave 2.3 g, mp 63°-65° (81% yield) of 4-[6-[2,3-bis(phenylmethoxy)phenyl]hexyloxy]benzoic acid ethyl ester. Solvent: CC(=O)C (acetone). Reactants: BrCCCCCCC1=C(C(=CC=C1)OCC1=CC=CC=C1)OCC1=CC=CC=C1 (1-(6-bromohexyl)-2,3-bis-(phenylmethoxy)benzene), C(C)OC(C1=CC=C(C=C1)O)=O (4-hydroxybenzoic acid ethyl ester), C([O-])([O-])=O.[K+].[K+] (potassium carbonate), [I-].[Na+] (sodium iodide). Reactants: [H-].C(C(C)C)[Al+]CC(C)C (diisobutylaluminum hydride), [Si](C)(C)(C(C)(C)C)O[C@@H](C(=O)OCC)C1=CC=CC=C1 (ethyl (R)-α-(t-butyldimethylsilyloxy)-α-phenylacetate), O1CCCC1 (tetrahydrofuran), O (water). Run in CCCCCC (hexane), CCCCCC (hexane). Conditions: temperature -40 celsius, time 4 hour. Product: [Si](C)(C)(C(C)(C)C)O[C@@H](C=O)C1=CC=CC=C1 ((R)-α-(t-Butyldimethylsilyloxy)-α-phenylacetaldehyde). Reaction SMILES: [H-].C([Al+]CC(C)C)C(C)C.[Si:11]([O:18][C@H:19]([C:25]1[CH:30]=[CH:29][CH:28]=[CH:27][CH:26]=1)[C:20](OCC)=[O:21])([C:14]([CH3:17])([CH3:16])[CH3:15])([CH3:13])[CH3:12].O1CCCC1.O>CCCCCC>[Si:11]([O:18][C@H:19]([C:25]1[CH:26]=[CH:27][CH:28]=[CH:29][CH:30]=1)[CH:20]=[O:21])([C:14]([CH3:17])([CH3:16])[CH3:15])([CH3:13])[CH3:12] |f:0.1|. Reported procedure: 20 ml of a 1M hexane solution of diisobutylaluminum hydride were added dropwise at -65° C. and in an atmosphere of nitrogen to a solution of 5.9 g of ethyl (R)-α-(t-butyldimethylsilyloxy)-α-phenylacetate (prepared as described in Preparation 23) in 300 ml of dry hexane, and the resulting mixture was stirred at -40° C. for 4 hours. At the end of this time, 10 ml of a tetrahydrofuran solution containing 1 ml of water was added dropwise to the reaction mixture at -40° C., and then the mixture was s... Reactants: B(O)O (boronic acid), BrC1=C(C=O)C=CC=N1 (2-bromonicotinaldehyde), S1C=C(C=C1)B(O)O (thiophen-3-ylboronic acid). Product: S1C=C(C=C1)C1=C(C=O)C=CC=N1 (2-(thiophen-3-yl)nicotinaldehyde). As a reaction SMILES: B(O)O.Br[C:5]1[N:12]=[CH:11][CH:10]=[CH:9][C:6]=1[CH:7]=[O:8].[S:13]1[CH:17]=[CH:16][C:15](B(O)O)=[CH:14]1>>[S:13]1[CH:17]=[CH:16][C:15]([C:5]2[N:12]=[CH:11][CH:10]=[CH:9][C:6]=2[CH:7]=[O:8])=[CH:14]1. Reported procedure: 2-(thiophen-3-yl)nicotinaldehyde was prepared using the general boronic acid coupling procedure for 2-bromonicotinaldehyde and thiophen-3-ylboronic acid (60 mg, 101.8 mg theoretical, 58.9%). LC-MS m/z 190.2 (M+1). Product: CC(C)(C)OC(=O)NC(C=O)CC1CCOCC1. RXN SMILES: [CH3:19][CH2:20][O:21][CH2:22][CH3:23].[Cl:30][CH2:31][Cl:32].[K+:24].[K+:25].[O-:26][C:27]([O-:28])=[O:29].[OH:1][CH2:2][CH:3]([CH2:4][CH:5]1[CH2:6][CH2:7][O:8][CH2:9][CH2:10]1)[NH:11][C:12]([O:13][C:14]([CH3:15])([CH3:16])[CH3:17])=[O:18]>>[O:1]=[CH:2][CH:3]([CH2:4][CH:5]1[CH2:6][CH2:7][O:8][CH2:9][CH2:10]1)[NH:11][C:12]([O:13][C:14]([CH3:15])([CH3:16])[CH3:17])=[O:18]. Starting materials: CCOCC, ClCCl, [K+], [K+], O=C([O-])[O-], CC(C)(C)OC(=O)NC(CO)CC1CCOCC1. Starting materials: C(C)(C)(C)OC(=O)N[C@@H](CC1=CC=CC=C1)[C@H](C[C@@H](CC1=CC=CC=C1)N)O ((2S,3S,5R)-2-tert-butoxycarbonylamino-3-hydroxy-5-amino-1,6-diphenylhexane), C(C)(C)(C)OC(=O)N[C@@H](CC1=CC=CC=C1)[C@H](C[C@H](CC1=CC=CC=C1)N)O ((2S,3S,5S)-2-tert-butoxycarbonylamino-3-hydroxy-5-amino-1,6-diphenylhexane), C(C)(C)(C)OC(=O)N[C@@H](CC1=CC=CC=C1)[C@H](C[C@@H](CC1=CC=CC=C1)N)O ((2S,3S,5R)-2-tert-butoxycarbonylamino-3-hydroxy-5-amino-1,6-diphenylhexane), O.O.C(C(=O)O)(=O)O (oxalic acid dihydrate), C(C)(C)(C)OC(=O)N[C@@H](CC1=CC=CC=C1)[C@H](C[C@H](CC1=CC=CC=C1)N)O ((2S,3S,5S)-2-tert-butoxycarbonylamino-3-hydroxy-5-amino-1,6-diphenylhexane), C(C)(C)OC(C)C (Diisopropyl ether). The product is C(C(=O)O)(=O)O.C(C)(C)(C)OC(=O)N[C@@H](CC1=CC=CC=C1)[C@H](C[C@H](CC1=CC=CC=C1)N)O ((2S,3S,5S)-2-tert-Butoxycarbonylamino-3-hydroxy-5-amino-1,6-diphenylhexane oxalate). Reaction SMILES: [C:1]([O:5][C:6]([NH:8][C@H:9]([C@@H:17]([OH:28])[CH2:18][C@@H:19]([NH2:27])[CH2:20][C:21]1[CH:26]=[CH:25][CH:24]=[CH:23][CH:22]=1)[CH2:10][C:11]1[CH:16]=[CH:15][CH:14]=[CH:13][CH:12]=1)=[O:7])([CH3:4])([CH3:3])[CH3:2].C(OC(N[C@H]([C@@H](O)C[C@H](N)CC1C=CC=CC=1)CC1C=CC=CC=1)=O)(C)(C)C.O.O.[C:59]([OH:64])(=[O:63])[C:60]([OH:62])=[O:61].C(OC(C)C)(C)C>>[C:59]([OH:64])(=[O:63])[C:60]([OH:62])=[O:61].[C:1]([O:5][C:6]([NH:8][C@H:9]([C@@H:17]([OH:28])[CH2:18][C@@H:19]([NH2:27])[CH2:20][C:21]1[CH:22]=[CH:23][CH:24]=[CH:25][CH:26]=1)[CH2:10][C:11]1[CH:12]=[CH:13][CH:14]=[CH:15][CH:16]=1)=[O:7])([CH3:4])([CH3:2])[CH3:3] |f:2.3.4,6.7|. Procedure: (5S,1'S)-3-phenylmethyl-5-(1'-tert-butoxycarbonylamino-2'-phenylethyl)-2-isoxazoline (250 mg, 0.66 mmol) prepared in a manner similar to that as described in Example 6 was dissolved in methanol(10 ml). Acetic acid (0.25 ml) was added to the solution. A 3% Pt-on-carbon catalyst (25 mg, 10% by weight based on substrate) was added to the mixture. The mixture was stirred for 27 hours in a hydrogen atmosphere at atmospheric pressure. The catalyst was removed by filtration under reduced pressure, and ...